From a dataset of the Open Reaction Database (ORD), a public repository of structured organic reaction records. describe an organic reaction: reactants, conditions, products, and yield The reactants are CN[C@@H](CC1=CC=CC=C1)C(=O)O (N-Methyl-L-phenylalamne), Cl (HCl), N(=O)[O-].[Na+] (sodium nitrite). Run in O (water). Run at temperature 5 celsius. Product: [N+](=O)([O-])N([C@@H](CC1=CC=CC=C1)C(=O)O)C (N-nitro-N-methyl-L-phenylalanine). As a reaction SMILES: [CH3:1][NH:2][C@H:3]([C:11]([OH:13])=[O:12])[CH2:4][C:5]1[CH:10]=[CH:9][CH:8]=[CH:7][CH:6]=1.Cl.[N:15]([O-:17])=[O:16].[Na+]>O>[N+:15]([N:2]([CH3:1])[C@H:3]([C:11]([OH:13])=[O:12])[CH2:4][C:5]1[CH:6]=[CH:7][CH:8]=[CH:9][CH:10]=1)([O-:17])=[O:16] |f:2.3|. Reported procedure: N-Methyl-L-phenylalamne (2.50 g) was suspended in water (25 ml) and cone. HCl (1 ml) was addded, with stirring. The solution was cooled to 5° C. and solid sodium nitrite (1.35 g) was added to the stirred solution. After stirring at 5° C. for 1 h, the reaction mixture was partitioned between dichloromethane and water. The organic solution was washed with brine and dried (MgSO4). After filtration the solvent was evaporated to yield N-nitro-N-methyl-L-phenylalanine as a white solid.